From a dataset of the Open Reaction Database (ORD), a public repository of structured organic reaction records. describe an organic reaction: reactants, conditions, products, and yield The reactants are Cc1ccccc1, CCOC(=O)COC(=O)Oc1ccccc1, c1ccc2c(OCC3CCNCC3)cccc2c1. Product: CCOC(=O)COC(=O)N1CCC(COc2cccc3ccccc23)CC1. RXN SMILES: [CH3:35][c:36]1[cH:37][cH:38][cH:39][cH:40][cH:41]1.[c:19]1([O:25][C:26](=[O:20])[O:28][CH2:29][C:30](=[O:31])[O:32][CH2:33][CH3:34])[cH:21][cH:22][cH:23][cH:24][cH:27]1.[c:1]1([O:11][CH2:12][CH:13]2[CH2:14][CH2:15][NH:16][CH2:17][CH2:18]2)[cH:2][cH:3][cH:4][c:5]2[cH:6][cH:7][cH:8][cH:9][c:10]12>>[c:1]1([O:11][CH2:12][CH:13]2[CH2:14][CH2:15][N:16]([C:26](=[O:25])[O:28][CH2:29][C:30](=[O:31])[O:32][CH2:33][CH3:34])[CH2:17][CH2:18]2)[cH:2][cH:3][cH:4][c:5]2[cH:6][cH:7][cH:8][cH:9][c:10]12. Starting materials: C(C)(C)(C)OC(=O)NC[C@H](CC1CCCCC1)N(CC(=O)N)C(=O)OCC[Si](C)(C)C (N1-(tert-butoxycarbonyl)-N2-(2-(trimethylsilyl)ethoxycarbonyl)-N2-(aminocarbonylmethyl)-(S)-3-cyclohexylpropane-1,2-diamine), CC=1C=CC(=CC1)S(=O)(=O)O.O (TsOH.H2O). Run in CCOCC (ether), C(C)O (ethanol), CCOCC (ether). Reaction conditions: temperature 62.5 celsius. Yields the product (2S)-1-(N-(aminocarbonylmethyl)-N-(2-(trimethylsilyl)ethoxycarbonyl)amino)-3-cyclohexylpropyl-2-amine, C1(=CC=C(C=C1)S(=O)(=O)O)C (p-toluenesulfonic acid). As a reaction SMILES: C(OC(NC[C@@H](N(C(OCC[Si](C)(C)C)=O)CC(N)=O)CC1CCCCC1)=O)(C)(C)C.[CH3:32][C:33]1[CH:34]=[CH:35][C:36]([S:39]([OH:42])(=[O:41])=[O:40])=[CH:37][CH:38]=1.O>CCOCC.C(O)C>[C:33]1([CH3:32])[CH:34]=[CH:35][C:36]([S:39]([OH:42])(=[O:40])=[O:41])=[CH:37][CH:38]=1 |f:1.2|. Procedure: To a solution of above N1-(tert-butoxycarbonyl)-N2-(2-(trimethylsilyl)ethoxycarbonyl)-N2-(aminocarbonylmethyl)-(S)-3-cyclohexylpropane-1,2-diamine in ether (2 mL) was added TsOH.H2O (36.9 mg, 0.22 mmol) in ethanol (1 mL). The resulting solution was put on a rotatory vaporator, ether was removed in vacuum at rt, the bath temperature was raised to 60-65° C., and the mixture was heated in vacuo for 30 min to give (2S)-1-(N-(aminocarbonylmethyl)-N-(2-(trimethylsilyl)ethoxycarbonyl)amino)-3-cyclohexy... Reactants: S(=O)(=O)(N)N (Sulfamide), C1=CC=C2C(=C1)C(=CS2)C=O (Thianaphthene-3-carboxaldehyde), [BH4-].[Na+] (Sodium borohydride). Run in O (water), C(C)O (ethanol). Run at time 3 hour. Product: S1C2=C(C(=C1)CNS(=O)(=O)N)C=CC=C2 (N-(benzo[b]thien-3-ylmethyl)-sulfamide). As a reaction SMILES: [CH:1]1[CH:6]=[C:5]2[C:7]([CH:10]=O)=[CH:8][S:9][C:4]2=[CH:3][CH:2]=1.[S:12]([NH2:16])([NH2:15])(=[O:14])=[O:13].[BH4-].[Na+]>C(O)C.O>[S:9]1[CH:8]=[C:7]([CH2:10][NH:15][S:12]([NH2:16])(=[O:14])=[O:13])[C:5]2[CH:6]=[CH:1][CH:2]=[CH:3][C:4]1=2 |f:2.3|. Reported procedure: Thianaphthene-3-carboxaldehyde (1.62 g, 10.0 mmol) was dissolved in anhydrous ethanol (50 mL). Sulfamide (4.0 g, 42 mmol) was added and the mixture was heated to reflux for 16 hours. The mixture was cooled to room temperature. Sodium borohydride (0.416 g, 11.0 mmol) was added and the mixture was stirred at room temperature for three hours. The reaction was diluted with water (50 mL) and extracted with chloroform (3×75 mL). The extracts were concentrated and chromatographed (5% methanol in DCM) t...